This data is from the Open Reaction Database (ORD), a public repository of structured organic reaction records. The task is: describe an organic reaction: reactants, conditions, products, and yield RXN SMILES: [C:10]([CH2:11][C:12](=[O:13])[CH3:14])(=[O:15])[O:16][CH2:17][CH3:18].[C:19]([OH:20])(=[O:21])[CH3:22].[CH2:23]1[CH2:24][CH2:25][NH:26][CH2:27][CH2:28]1.[CH2:29]1[CH2:30][CH2:31][CH2:32][CH2:33][CH2:34]1.[CH3:35][CH2:36][O:37][C:38]([CH3:39])=[O:40].[Cl:1][c:2]1[cH:3][c:4]([CH:5]=[O:6])[cH:7][cH:8][cH:9]1>>[Cl:1][c:2]1[cH:3][c:4]([CH:5]=[C:11]([C:10](=[O:15])[O:16][CH2:17][CH3:18])[C:12](=[O:13])[CH3:14])[cH:7][cH:8][cH:9]1. Reactants: CCOC(=O)CC(C)=O, CC(=O)O, C1CCNCC1, C1CCCCC1, CCOC(C)=O, O=Cc1cccc(Cl)c1. Product: CCOC(=O)C(=Cc1cccc(Cl)c1)C(C)=O.